Dataset: the Open Reaction Database (ORD), a public repository of structured organic reaction records. Task: describe an organic reaction: reactants, conditions, products, and yield Starting materials: [BH4-], CCO, [Cl-], COC(=O)C1COC(c2ccc(F)cc2)=N1, [Li+], [Na+]. Yields the product OCC1COC(c2ccc(F)cc2)=N1. Reaction SMILES: [BH4-:19].[CH3:21][CH2:22][OH:23].[Cl-:18].[F:1][c:2]1[cH:3][cH:4][c:5]([C:8]2=[N:12][CH:11]([C:13](=[O:14])[O:15][CH3:16])[CH2:10][O:9]2)[cH:6][cH:7]1.[Li+:17].[Na+:20]>>[F:1][c:2]1[cH:3][cH:4][c:5]([C:8]2=[N:12][CH:11]([CH2:13][OH:14])[CH2:10][O:9]2)[cH:6][cH:7]1. Reactants: [N+](=O)([O-])C1=CC=C(CS)C=C1 (p-nitrobenzylmercaptan), II (iodine). The solvent is C(Cl)Cl (methylene chloride), C(C)N(CC)CC (triethylamine). Conditions: temperature 25 celsius, time 10 minute. Product: [N+](=O)([O-])C1=CC=C(CSSCC2=CC=C(C=C2)[N+](=O)[O-])C=C1 (p-nitrobenzyl disulfide). Yield: 84.4%. As a reaction SMILES: [N+:1]([C:4]1[CH:11]=[CH:10][C:7]([CH2:8][SH:9])=[CH:6][CH:5]=1)([O-:3])=[O:2].II>C(Cl)Cl.C(N(CC)CC)C>[N+:1]([C:4]1[CH:11]=[CH:10][C:7]([CH2:8][S:9][S:9][CH2:8][C:7]2[CH:6]=[CH:5][C:4]([N+:1]([O-:3])=[O:2])=[CH:11][CH:10]=2)=[CH:6][CH:5]=1)([O-:3])=[O:2]. Procedure details: 1.0 g of p-nitrobenzylmercaptan was dissolved in 30 of methylene chloride and 0.83 ml of triethylamine and 750 mg of iodine were added while maintaining the temperature at 25° C. and stirring for 10 minutes. After washing with N hydrochloric acid, the organic phase was dried and the solvent was evaporated. 20 ml of ether were added to the residue, and after stirring for 10 minutes, separating and drying, 839 mg of p-nitrobenzyl disulfide melting at 126° C. were obtained. The reactants are COC(CC[C@@H](C)[C@H]1CC[C@H]2[C@@H]3CC=C4C(C(CC[C@]4(C)[C@H]3CC[C@]12C)=O)(C)C)=O (4,4-Dimethyl-3-oxochol-5-en-24-oic acid methyl ester), [BH4-].[Na+] (sodium borohydride). Yields the product COC(CC[C@@H](C)[C@H]1CC[C@H]2[C@@H]3CC=C4C([C@H](CC[C@]4(C)[C@H]3CC[C@]12C)O)(C)C)=O (3β-hydroxy-4,4-dimethylchol-5-en-24-oic acid methyl ester). Reported procedure: 4,4-Dimethyl-3-oxochol-5-en-24-oic acid methyl ester (19.8 g) (G. Aranda et al., Tetrahedron 43 (1987), 4147) is reduced with sodium borohydride (9.9 g) in 1900 ml methanol at room temperature. The solution is stirred for 20 hours. After aqueous work-up, 3β-hydroxy-4,4-dimethylchol-5-en-24-oic acid methyl ester (19.2 g) is isolated. Melting point: 136-138° C. 1H-NMR (CDCl3, 400 MHz): δ=5.55 (1H, m); 3.67 (3H, s); 3.23 (1H, m). Reaction SMILES: [CH3:1][O:2][C:3](=[O:30])[CH2:4][CH2:5][C@H:6]([C@@H:8]1[C@:25]2([CH3:26])[C@H:11]([C@H:12]3[C@H:22]([CH2:23][CH2:24]2)[C@:20]2([CH3:21])[C:15]([C:16]([CH3:29])([CH3:28])[C:17](=[O:27])[CH2:18][CH2:19]2)=[CH:14][CH2:13]3)[CH2:10][CH2:9]1)[CH3:7].[BH4-].[Na+]>CO>[CH3:1][O:2][C:3](=[O:30])[CH2:4][CH2:5][C@H:6]([C@@H:8]1[C@:25]2([CH3:26])[C@H:11]([C@H:12]3[C@H:22]([CH2:23][CH2:24]2)[C@:20]2([CH3:21])[C:15]([C:16]([CH3:29])([CH3:28])[C@@H:17]([OH:27])[CH2:18][CH2:19]2)=[CH:14][CH2:13]3)[CH2:10][CH2:9]1)[CH3:7] |f:1.2|. Run in CO (methanol). Yield: 96.5%. Reaction conditions: time 20 hour. Reactants: C(C)(C)(C)OC(=O)N1[C@@H](C[C@@H](C1)O[Si](C)(C)C(C)(C)C)COS(=O)(=O)C (N-t-butoxycarbonyl-4(S)-t-butyldimethylsilyloxy-2(S)-methanesulfonyloxy methyl pyrrolidine), [N-]=[N+]=[N-].C(CCC)[N+](CCCC)(CCCC)CCCC (tetrabutylammonium azide). Solvent: C1(=CC=CC=C1)C (toluene), CCOC(=O)C (EtOAc). Yields the product C(C)(C)(C)OC(=O)N1[C@@H](C[C@H](C1)O[Si](C)(C)C(C)(C)C)CN=[N+]=[N-] (N-t-Butoxycarbonyl-4(R)-t-butyldimethylsilyloxy-2(S)-azidomethylpyrrolidine). RXN SMILES: [C:1]([O:5][C:6]([N:8]1[CH2:12][C@@H:11]([O:13][Si:14]([C:17]([CH3:20])([CH3:19])[CH3:18])([CH3:16])[CH3:15])[CH2:10][C@H:9]1[CH2:21]OS(C)(=O)=O)=[O:7])([CH3:4])([CH3:3])[CH3:2].[N-:27]=[N+:28]=[N-:29].C([N+](CCCC)(CCCC)CCCC)CCC>C1(C)C=CC=CC=1.CCOC(C)=O>[C:1]([O:5][C:6]([N:8]1[CH2:12][C@H:11]([O:13][Si:14]([C:17]([CH3:20])([CH3:19])[CH3:18])([CH3:16])[CH3:15])[CH2:10][C@H:9]1[CH2:21][N:27]=[N+:28]=[N-:29])=[O:7])([CH3:4])([CH3:3])[CH3:2] |f:1.2|. Procedure details: In a flask protected by a safety screen, a solution of N-t-butoxycarbonyl-4(S)-t-butyldimethylsilyloxy-2(S)-methanesulfonyloxy methyl pyrrolidine (10.40 g, 25.39 mmol) and tetrabutylammonium azide (8.18 g, 28.7 mmol) in toluene (250 ml) was stirred at 80° C. for 5 hr. The reaction was cooled to room temperature and diluted with EtOAc (250 ml), washed with water and brine and dried (Na2SO4). The solvent was evaporated in vacuo to afford the title compound as a yellow oil which was used in the nex... Starting materials: OC1(CC2=C(C=CC(=C2C2(C1)SCCS2)OC)OC)C(=O)O (rac-1',2',3',4'-tetrahydro-2'-hydroxy-5',8'-dimethoxyspiro[1,3-dithiolane-2,4'-naphthalene]-2'-carboxylic acid), COC=1C=C2C(=CC1OC)N3[C@@H]4[C@]25CCN6[C@H]5C[C@@H]7[C@H]4[C@H](CC3=O)OCC=C7C6 (brucine). Run in C(C)(=O)OCC (ethyl acetate). Product: O[C@@]1(CC2=C(C=CC(=C2C2(C1)SCCS2)OC)OC)C(=O)O ((R)-1',2',3',4'-tetrahydro-2'-hydroxy-5',8'-dimethoxyspiro[1,3-dithiolane-2,4'-naphthalene]-2'-carboxylic acid). The yield is 35.7%. As a reaction SMILES: [OH:1][C:2]1([C:20]([OH:22])=[O:21])[CH2:11][C:10]2([S:15][CH2:14][CH2:13][S:12]2)[C:9]2[C:4](=[C:5]([O:18][CH3:19])[CH:6]=[CH:7][C:8]=2[O:16][CH3:17])[CH2:3]1.COC1C=C2[C@@]34[C@@H]5C[C@H]6C(CN5CC3)=CCO[C@H]3CC(=O)N([C@H]4[C@@H]63)C2=CC=1OC>C(OCC)(=O)C>[OH:1][C@@:2]1([C:20]([OH:22])=[O:21])[CH2:11][C:10]2([S:15][CH2:14][CH2:13][S:12]2)[C:9]2[C:4](=[C:5]([O:18][CH3:19])[CH:6]=[CH:7][C:8]=2[O:16][CH3:17])[CH2:3]1. Reported procedure: A suspension of 3.42 g of rac-1',2',3',4'-tetrahydro-2'-hydroxy-5',8'-dimethoxyspiro[1,3-dithiolane-2,4'-naphthalene]-2'-carboxylic acid in 168 ml of ethyl acetate and 4.0 g of brucine was heated under reflux until a clear solution was obtained. After seeding, the solution was left to cool slowly to room temperature. The crystalline precipitate (3.6 g) was collected after 2 days. The precipitate was dissolved in 1500 ml of boiling ethyl acetate, the solution was concentrated to 600 ml and left t... Reactants: CC(=O)OC(C)=O, CCOC(=O)c1nc2ccnn2c(Cl)c1CCCl, O, O=[N+]([O-])O, O=S(=O)(O)O. Yields the product CCOC(=O)c1nc2c([N+](=O)[O-])cnn2c(Cl)c1CCCl. Reaction SMILES: [CH3:29][C:30]([O:31][C:32](=[O:33])[CH3:34])=[O:35].[Cl:11][c:12]1[c:13]([CH2:26][CH2:27][Cl:28])[c:14]([C:21](=[O:22])[O:23][CH2:24][CH3:25])[n:15][c:16]2[n:17]1[n:18][cH:19][cH:20]2.[OH2:1].[OH:2][N+:3]([O-:4])=[O:5].[S:6](=[O:7])(=[O:8])([OH:9])[OH:10]>>[O-:2][N+:3](=[O:5])[c:20]1[c:16]2[n:15][c:14]([C:21](=[O:22])[O:23][CH2:24][CH3:25])[c:13]([CH2:26][CH2:27][Cl:28])[c:12]([Cl:11])[n:17]2[n:18][cH:19]1. The reactants are C1CCOC1, COC(=O)c1ccc(C=CC(=O)c2ccccc2)cc1, CO, C[N+]1([O-])CCOCC1, [H][H]. The product is COC(=O)c1ccc(CCC(=O)c2ccccc2)cc1. As a reaction SMILES: [CH2:33]1[O:34][CH2:35][CH2:36][CH2:37]1.[CH3:1][O:2][C:3]([c:4]1[cH:5][cH:6][c:7]([CH:10]=[CH:11][C:12]([c:13]2[cH:14][cH:15][cH:16][cH:17][cH:18]2)=[O:19])[cH:8][cH:9]1)=[O:20].[CH3:21][OH:22].[CH3:25][N+:26]1([O-:27])[CH2:28][CH2:29][O:30][CH2:31][CH2:32]1.[H:23][H:24]>>[CH3:1][O:2][C:3]([c:4]1[cH:5][cH:6][c:7]([CH2:10][CH2:11][C:12]([c:13]2[cH:14][cH:15][cH:16][cH:17][cH:18]2)=[O:19])[cH:8][cH:9]1)=[O:20].